The task is: describe an organic reaction: reactants, conditions, products, and yield. This data is from the Open Reaction Database (ORD), a public repository of structured organic reaction records. Reactants: CC(C)(C)OC(=O)N1CC(Oc2ccc(F)cc2)CC1C(=O)N1CCCN(C2CCC2)CC1, ClCCl, O=C(O)C(F)(F)F. Product: O=C(C1CC(Oc2ccc(F)cc2)CN1)N1CCCN(C2CCC2)CC1. As a reaction SMILES: [C:1]([O:2][C:3](=[O:4])[N:8]1[CH:9]([C:21](=[O:22])[N:23]2[CH2:24][CH2:25][N:26]([CH:30]3[CH2:31][CH2:32][CH2:33]3)[CH2:27][CH2:28][CH2:29]2)[CH2:10][CH:11]([O:13][c:14]2[cH:15][cH:16][c:17]([F:20])[cH:18][cH:19]2)[CH2:12]1)([CH3:5])([CH3:6])[CH3:7].[Cl:41][CH2:42][Cl:43].[OH:34][C:35]([C:36]([F:37])([F:38])[F:39])=[O:40]>>[NH:8]1[CH:9]([C:21](=[O:22])[N:23]2[CH2:24][CH2:25][N:26]([CH:30]3[CH2:31][CH2:32][CH2:33]3)[CH2:27][CH2:28][CH2:29]2)[CH2:10][CH:11]([O:13][c:14]2[cH:15][cH:16][c:17]([F:20])[cH:18][cH:19]2)[CH2:12]1. As a reaction SMILES: [CH3:1][O:2][C:3]([c:4]1[cH:5][cH:6][c:7]([O:10][CH2:11][c:12]2[n:13][c:14]3[cH:15][cH:16][cH:17][cH:18][c:19]3[cH:20][cH:21]2)[cH:8][cH:9]1)=[O:22].[CH3:31][OH:32].[ClH:25].[Na+:24].[O:26]1[CH2:27][CH2:28][CH2:29][CH2:30]1.[OH-:23]>>[O:2]=[C:3]([c:4]1[cH:5][cH:6][c:7]([O:10][CH2:11][c:12]2[n:13][c:14]3[cH:15][cH:16][cH:17][cH:18][c:19]3[cH:20][cH:21]2)[cH:8][cH:9]1)[OH:22]. Yields the product O=C(O)c1ccc(OCc2ccc3ccccc3n2)cc1. Reactants: COC(=O)c1ccc(OCc2ccc3ccccc3n2)cc1, CO, Cl, [Na+], C1CCOC1, [OH-]. The reactants are ClC=1C(=C2C(=NC1CN1C(CCC1=O)=O)SC=1CNCCC12)C1=CC=C(C=C1)O (3-chloro-4-(4-hydroxyphenyl)-5,6,7,8-tetrahydro-2-(succinimidomethyl)thieno[2,3-b:5,4-c′]dipyridine), C(C)(=O)OC(C)=O (acetic anhydride), Cl (hydrochloric acid), C([O-])(O)=O.[Na+] (sodium bicarbonate). Run in CO (methanol), N1=CC=CC=C1 (pyridine), O (water), O1CCCC1 (tetrahydrofurane). Reaction conditions: time 14 hour. Product: C(C)(=O)N1CC2=C(CC1)C=1C(=NC(=C(C1C1=CC=C(C=C1)O)Cl)CN1C(CCC1=O)=O)S2 (7-acetyl-3-chloro-5,6,7,8-tetrahydro-4-(4-hydroxyphenyl)-2-(succinimidomethyl)thieno[2,3-b:5,4-c′]dipyridine). The yield is 57.8%. Reaction SMILES: [Cl:1][C:2]1[C:3]([C:23]2[CH:28]=[CH:27][C:26]([OH:29])=[CH:25][CH:24]=2)=[C:4]2[C:22]3[CH2:21][CH2:20][NH:19][CH2:18][C:17]=3[S:16][C:5]2=[N:6][C:7]=1[CH2:8][N:9]1[C:13](=[O:14])[CH2:12][CH2:11][C:10]1=[O:15].[C:30](OC(=O)C)(=[O:32])[CH3:31].C(=O)(O)[O-].[Na+].Cl>N1C=CC=CC=1.O1CCCC1.O.CO>[C:30]([N:19]1[CH2:20][CH2:21][C:22]2[C:4]3[C:5]([S:16][C:17]=2[CH2:18]1)=[N:6][C:7]([CH2:8][N:9]1[C:10](=[O:15])[CH2:11][CH2:12][C:13]1=[O:14])=[C:2]([Cl:1])[C:3]=3[C:23]1[CH:24]=[CH:25][C:26]([OH:29])=[CH:27][CH:28]=1)(=[O:32])[CH3:31] |f:2.3|. Procedure details: To a solution of the compound obtained in Example 15 (640 mg) in pyridine (30 ml) was added acetic anhydride (336 mg) while cooling with ice. After stirring for 14 hours at room temperature, the reaction solution was concentrated under reduced pressure. The residue was dissolved in ethyl acetate (25 ml), washed with water, dried (MgSO4), and then the solvent was distilled off. The residue was subjected to column chromatography on silica gel. The fraction eluted with hexane-ethyl acetate (5:1, v/... The reactants are CO (Methanol), ClC=1C(=CC2=C(NC(CC3N2CCN(C3)C(=O)OC(C)(C)C)=O)C1)Cl (tert-butyl 9,10-dichloro-6-oxo-1,2,4a,5,6,7-hexahydrobenzo[b]pyrazino[1,2-d][1,4]diazepine-3(4H)-carboxylate), B (borane). The solvent is O1CCCC1 (tetrahydrofuran), O1CCCC1 (tetrahydrofuran). Reaction conditions: temperature 80 celsius, time 30 minute. The product is ClC=1C(=CC2=C(NCCC3N2CCN(C3)C(=O)OC(C)(C)C)C1)Cl (tert-butyl 9,10-dichloro-1,2,4a,5,6,7-hexahydrobenzo[b]pyrazino[1,2-d][1,4]diazepine-3(4H)-carboxylate). As a reaction SMILES: [Cl:1][C:2]1[C:3]([Cl:25])=[CH:4][C:5]2[N:11]3[CH2:12][CH2:13][N:14]([C:16]([O:18][C:19]([CH3:22])([CH3:21])[CH3:20])=[O:17])[CH2:15][CH:10]3[CH2:9][C:8](=O)[NH:7][C:6]=2[CH:24]=1.B.CO>O1CCCC1>[Cl:1][C:2]1[C:3]([Cl:25])=[CH:4][C:5]2[N:11]3[CH2:12][CH2:13][N:14]([C:16]([O:18][C:19]([CH3:20])([CH3:21])[CH3:22])=[O:17])[CH2:15][CH:10]3[CH2:9][CH2:8][NH:7][C:6]=2[CH:24]=1. Procedure: To a solution of Example 15B (168 mg, 0.435 mmol) in tetrahydrofuran (1.5 mL) was added borane in tetrahydrofuran (1.74 mL, 1 M solution). The resulting mixture was heated to 80° C. overnight. Methanol was then added, and the mixture was heated at 80° C. for 1 hour to destroy excess borane. The reaction was then cooled to room temperature and 1 M HCl was added. The mixture was allowed to stir for another 30 minutes. Aqueous sodium bicarbonate was slowly added to the mixture until the solution wa... The reactants are C(C)OC(=O)C1=C(SC=C1C1=CC(=CC=C1)OC)N (2-amino-4-(3-methoxyphenyl)-thiophene-3-carboxylic acid ethyl ester), C1(C=2C(C(=O)O1)=CC=CC2)=O (phthalic anhydride). The solvent is C(C)(=O)O (acetic acid). Yields the product C(C)OC(=O)C1=C(SC=C1C1=CC(=CC=C1)OC)N1C(C2=CC=CC=C2C1=O)=O (2-(1,3-Dioxo-1,3-dihydroisoindol-2-yl)-4-(3-methoxyphenyl)-thiophene-3-carboxylic acid ethyl ester). As a reaction SMILES: [CH2:1]([O:3][C:4]([C:6]1[C:10]([C:11]2[CH:16]=[CH:15][CH:14]=[C:13]([O:17][CH3:18])[CH:12]=2)=[CH:9][S:8][C:7]=1[NH2:19])=[O:5])[CH3:2].[C:20]1(=O)[O:25][C:23](=[O:24])[C:22]2=[CH:26][CH:27]=[CH:28][CH:29]=[C:21]12>C(O)(=O)C>[CH2:1]([O:3][C:4]([C:6]1[C:10]([C:11]2[CH:16]=[CH:15][CH:14]=[C:13]([O:17][CH3:18])[CH:12]=2)=[CH:9][S:8][C:7]=1[N:19]1[C:23](=[O:24])[C:22]2[C:21](=[CH:29][CH:28]=[CH:27][CH:26]=2)[C:20]1=[O:25])=[O:5])[CH3:2]. Reported procedure: A mixture of 2-amino-4-(3-methoxyphenyl)-thiophene-3-carboxylic acid ethyl ester (2 mmol, Example 18 & 19, Part B) and phthalic anhydride (2.2 mmol) in glacial acetic acid (20 mL) is heated at reflux overnight. After cooling to room temperature, the acetic acid is removed in vacuo and the residue triturated with petroleum ether. The crude product is collected by filtration, suspended in acetyl chloride (5 mL), and heated to reflux for one hour. After removing the solvent in vacuo, the residue is... The reactants are FC(C(C(F)(F)F)(O)C=1C=C2CC(N(C2=CC1)CC=1N=C(OC1C)C=1C=C(C=CC1)C)C)(F)F (1,1,1,3,3,3-hexafluoro-2-[2-methyl-1-(5-methyl-2-m-tolyl-oxazol-4-ylmethyl)-2,3-dihydro-1H-indol-5-yl]-propan-2-ol). Reagents/catalysts: O=[Mn]=O (MnO2). The solvent is C1(=CC=CC=C1)C (toluene). Reaction conditions: temperature 70 celsius, time 10 hour. The product is FC(C(C(F)(F)F)(O)C=1C=C2C=C(N(C2=CC1)CC=1N=C(OC1C)C=1C=C(C=CC1)C)C)(F)F (1,1,1,3,3,3-hexafluoro-2-[2-methyl-1-(5-methyl-2-m-tolyl-oxazol-4-ylmethyl)-1H-indol-5-yl]-propan-2-ol). The yield is 97.7%. RXN SMILES: [F:1][C:2]([F:34])([F:33])[C:3]([C:9]1[CH:10]=[C:11]2[C:15](=[CH:16][CH:17]=1)[N:14]([CH2:18][C:19]1[N:20]=[C:21]([C:25]3[CH:26]=[C:27]([CH3:31])[CH:28]=[CH:29][CH:30]=3)[O:22][C:23]=1[CH3:24])[CH:13]([CH3:32])[CH2:12]2)([OH:8])[C:4]([F:7])([F:6])[F:5]>C1(C)C=CC=CC=1.O=[Mn]=O>[F:6][C:4]([F:5])([F:7])[C:3]([C:9]1[CH:10]=[C:11]2[C:15](=[CH:16][CH:17]=1)[N:14]([CH2:18][C:19]1[N:20]=[C:21]([C:25]3[CH:26]=[C:27]([CH3:31])[CH:28]=[CH:29][CH:30]=3)[O:22][C:23]=1[CH3:24])[C:13]([CH3:32])=[CH:12]2)([OH:8])[C:2]([F:34])([F:33])[F:1]. Procedure: To a solution of 32 mg (0.07 mmol) of 1,1,1,3,3,3-hexafluoro-2-[2-methyl-1-(5-methyl-2-m-tolyl-oxazol-4-ylmethyl)-2,3-dihydro-1H-indol-5-yl]-propan-2-ol (example 47) in 0.5 mL of toluene were added 29 mg (0.33 mmol) of MnO2 powder and the mixture was stirred at 70° C. for 10 hrs. Filtration and evaporation of the solvent gave 33 mg (quantitative) of 1,1,1,3,3,3-hexafluoro-2-[2-methyl-1-(5-methyl-2-m-tolyl-oxazol-4-ylmethyl)-1H-indol-5-yl]-propan-2-ol, grey solid, MS: 483 (MH+). Starting materials: CC=CC=CC(=O)O, CN1CCOCC1, CC(C)COC(=O)Cl, CN1CCC(CCCOc2cc3ncnc(Nc4cccc(Br)c4)c3cc2N)CC1, C1CCOC1, c1ccncc1. Yields the product CC=CC=CC(=O)Nc1cc2c(Nc3cccc(Br)c3)ncnc2cc1OCCCC1CCN(C)CC1. As a reaction SMILES: [C:1]([CH:2]=[CH:3][CH:4]=[CH:5][CH3:6])(=[O:7])[OH:8].[CH3:17][N:18]1[CH2:19][CH2:20][O:21][CH2:22][CH2:23]1.[Cl:9][C:10]([O:11][CH2:12][CH:13]([CH3:14])[CH3:15])=[O:16].[NH2:24][c:25]1[cH:26][c:27]2[c:28]([NH:46][c:47]3[cH:48][c:49]([Br:53])[cH:50][cH:51][cH:52]3)[n:29][cH:30][n:31][c:32]2[cH:33][c:34]1[O:35][CH2:36][CH2:37][CH2:38][CH:39]1[CH2:40][CH2:41][N:42]([CH3:45])[CH2:43][CH2:44]1.[O:54]1[CH2:55][CH2:56][CH2:57][CH2:58]1.[cH:59]1[cH:60][cH:61][n:62][cH:63][cH:64]1>>[C:1]([CH:2]=[CH:3][CH:4]=[CH:5][CH3:6])(=[O:7])[NH:24][c:25]1[cH:26][c:27]2[c:28]([NH:46][c:47]3[cH:48][c:49]([Br:53])[cH:50][cH:51][cH:52]3)[n:29][cH:30][n:31][c:32]2[cH:33][c:34]1[O:35][CH2:36][CH2:37][CH2:38][CH:39]1[CH2:40][CH2:41][N:42]([CH3:45])[CH2:43][CH2:44]1. Starting materials: [Br-], C#CCC#CCBr, [C-]#N, CC[Mg+], C1CCOC1, C#CCSc1ccccc1. Product: C#CCC#CCC#CCSc1ccccc1. RXN SMILES: [Br-:1].[Br:17][CH2:18][C:19]#[C:20][CH2:21][C:22]#[CH:23].[C-:15]#[N:16].[CH2:2]([Mg+:3])[CH3:4].[O:24]1[CH2:25][CH2:26][CH2:27][CH2:28]1.[c:5]1([S:11][CH2:12][C:13]#[CH:14])[cH:6][cH:7][cH:8][cH:9][cH:10]1>>[c:5]1([S:11][CH2:12][C:13]#[C:14][CH2:18][C:19]#[C:20][CH2:21][C:22]#[CH:23])[cH:6][cH:7][cH:8][cH:9][cH:10]1.